Dataset: the Open Reaction Database (ORD), a public repository of structured organic reaction records. Task: describe an organic reaction: reactants, conditions, products, and yield Starting materials: C1CCOC1, C[O-], Cc1c(NC(c2nnc(-c3ccc(O)cc3)o2)C(C)O)ccc(C#N)c1Cl, [Na+], O=S(=O)=O, c1ccncc1. Product: Cc1c(NC(c2nnc(-c3ccc(OS(=O)(=O)[O-])cc3)o2)C(C)O)ccc(C#N)c1Cl, [Na+]. RXN SMILES: [CH2:41]1[O:42][CH2:43][CH2:44][CH2:45]1.[CH3:28][O-:29].[Cl:1][c:2]1[c:3]([C:4]#[N:5])[cH:6][cH:7][c:8]([NH:11][CH:12]([CH:13]([CH3:14])[OH:15])[c:16]2[o:17][c:18](-[c:21]3[cH:22][cH:23][c:24]([OH:27])[cH:25][cH:26]3)[n:19][n:20]2)[c:9]1[CH3:10].[Na+:30].[S:37](=[O:38])(=[O:39])=[O:40].[n:31]1[cH:32][cH:33][cH:34][cH:35][cH:36]1>>[Cl:1][c:2]1[c:3]([C:4]#[N:5])[cH:6][cH:7][c:8]([NH:11][CH:12]([CH:13]([CH3:14])[OH:15])[c:16]2[o:17][c:18](-[c:21]3[cH:22][cH:23][c:24]([O:27][S:37](=[O:38])(=[O:39])[O-:40])[cH:25][cH:26]3)[n:19][n:20]2)[c:9]1[CH3:10].[Na+:30]. Reactants: aqueous solution, [OH-].[Na+] (sodium hydroxide), Cl.Cl.N1(CCNCC1)CC(C1=CC(=CC=C1)OC(F)(F)F)C1(CCCCC1)O (1-{2-piperazin-1-yl-1-[3-(trifluoromethoxy)phenyl]ethyl}cyclohexanol Dihydrochloride), C=O (formaldehyde), O (water). Reaction SMILES: Cl.Cl.[N:3]1([CH2:9][CH:10]([C:22]2([OH:28])[CH2:27][CH2:26][CH2:25][CH2:24][CH2:23]2)[C:11]2[CH:16]=[CH:15][CH:14]=[C:13]([O:17][C:18]([F:21])([F:20])[F:19])[CH:12]=2)[CH2:8][CH2:7][NH:6][CH2:5][CH2:4]1.[CH2:29]=O.O.[OH-].[Na+]>C(O)=O>[CH3:29][N:6]1[CH2:7][CH2:8][N:3]([CH2:9][CH:10]([C:22]2([OH:28])[CH2:27][CH2:26][CH2:25][CH2:24][CH2:23]2)[C:11]2[CH:16]=[CH:15][CH:14]=[C:13]([O:17][C:18]([F:21])([F:20])[F:19])[CH:12]=2)[CH2:4][CH2:5]1 |f:0.1.2,5.6|. The yield is 71.9%. The solvent is C(=O)O (formic acid). Procedure: A solution of 1-{2-piperazin-1-yl-1-[3-(trifluoromethoxy)phenyl]ethyl}cyclohexanol (590 mg, 1.59 mmol) (see Example 23), in formic acid (3.1 mL) at 50° C., was treated with an aqueous solution of formaldehyde (37% in water, 1.3 mL, 1.94 mmol). The reaction was heated at 70° C. for 1.5 h, after which time the reaction was poured into water (50 mL) and basified to pH=10 with the addition of a 2 N aqueous solution of sodium hydroxide. The product was then extracted with ethyl acetate (3×20 mL), and... Conditions: temperature 70 celsius. The product is CN1CCN(CC1)CC(C1=CC(=CC=C1)OC(F)(F)F)C1(CCCCC1)O (1-{2-(4-methylpiperazin-1-yl)-1-[3-(trifluoromethoxy)phenyl]ethyl}cyclohexanol). Starting materials: C12(CC3CC(CC(C1)C3)C2)C2=C(C=CC(=C2)I)OCCCCCCCC (2-(1-Admantyl)-4-iodo-1-(octyloxy)benzene), C(#C)C1=CC=C(C=C1)C1=C(C=CC=C1)C(F)(F)F (4′-ethynyl-2-(trifluoromethyl) biphenyl), IC1=CC=C2C=CNC2=C1 (6-iodoindole), C(#C)C1(COC(OC1)(C)C)NC(OC(C)(C)C)=O (tert-butyl 5-ethynyl-2,2-dimethyl-1,3-dioxan-5-ylcarbamate). The product is C12(CC3CC(CC(C1)C3)C2)C=2C=C(C=CC2OCCCCCCCC)C#CC2(COC(OC2)(C)C)NC(OC(C)(C)C)=O (tert-Butyl 5-((3-(1-admantyl)-4-(octyloxy)phenyl)ethynyl)-2,2-dimethyl-1,3-dioxan-5-ylcarbamate). Reaction SMILES: [C:1]12([C:11]3[CH:16]=[C:15](I)[CH:14]=[CH:13][C:12]=3[O:18][CH2:19][CH2:20][CH2:21][CH2:22][CH2:23][CH2:24][CH2:25][CH3:26])[CH2:10][CH:5]3[CH2:6][CH:7]([CH2:9][CH:3]([CH2:4]3)[CH2:2]1)[CH2:8]2.IC1C=C2C(C=CN2)=CC=1.[C:37]([C:39]1([NH:47][C:48](=[O:54])[O:49][C:50]([CH3:53])([CH3:52])[CH3:51])[CH2:44][O:43][C:42]([CH3:46])([CH3:45])[O:41][CH2:40]1)#[CH:38].C(C1C=CC(C2C=CC=CC=2C(F)(F)F)=CC=1)#C>>[C:1]12([C:11]3[CH:16]=[C:15]([C:38]#[C:37][C:39]4([NH:47][C:48](=[O:54])[O:49][C:50]([CH3:53])([CH3:52])[CH3:51])[CH2:44][O:43][C:42]([CH3:46])([CH3:45])[O:41][CH2:40]4)[CH:14]=[CH:13][C:12]=3[O:18][CH2:19][CH2:20][CH2:21][CH2:22][CH2:23][CH2:24][CH2:25][CH3:26])[CH2:10][CH:5]3[CH2:6][CH:7]([CH2:9][CH:3]([CH2:4]3)[CH2:2]1)[CH2:8]2. Procedure: When the product of Step A was substituted for 6-iodoindole and tert-butyl 5-ethynyl-2,2-dimethyl-1,3-dioxan-5-ylcarbamate was substituted for 4′-ethynyl-2-(trifluoromethyl) biphenyl in Example 59, Step B the identical process afforded the title compound in 48%, as creamy paste. 1H-NMR (CDCl3) 0.85 (tr, 3H, J=8.99 Hz); 1.27-1.47 (m, 23H); 1.73 (s, 6H); 1.8-1.87 (m, 2H); 2.06 (s, 9H); 3.94 (tr, 2H, J=6.34 Hz); 3.99 (d, 2H, J=11.44 Hz); 4.08 (d, 2H, J=11.52 Hz); 5.17 (s, 1H); 6.73 (d, 1H, J=8.41 H... Starting materials: [N+](=O)([O-])C=1C=C(C=CC1)B(O)O ((3-nitrophenyl)boronic acid), BrC1=CN=C(S1)N1CCC(CC1)C(=O)OCC (ethyl 1-(5-bromo-1,3-thiazol-2-yl)piperidine-4-carboxylate), CC1=C(C=CC=C1)P(C1=C(C=CC=C1)C)C1=C(C=CC=C1)C (tris(2-methylphenyl)phosphane), C([O-])([O-])=O.[Na+].[Na+] (sodium carbonate). Reagents/catalysts: C(C)(=O)[O-].[Pd+2].C(C)(=O)[O-] (palladium(II) acetate). Run in COCCOC (1,2-dimethoxyethane), C(C)(=O)OCC (ethyl acetate). Conditions: temperature 100 celsius. The product is [N+](=O)([O-])C=1C=C(C=CC1)C1=CN=C(S1)N1CCC(CC1)C(=O)OCC (ethyl 1-[5-(3-nitrophenyl)-1,3-thiazol-2-yl]piperidine-4-carboxylate). Isolated yield 23.4%. RXN SMILES: [N+:1]([C:4]1[CH:5]=[C:6](B(O)O)[CH:7]=[CH:8][CH:9]=1)([O-:3])=[O:2].Br[C:14]1[S:18][C:17]([N:19]2[CH2:24][CH2:23][CH:22]([C:25]([O:27][CH2:28][CH3:29])=[O:26])[CH2:21][CH2:20]2)=[N:16][CH:15]=1.CC1C=CC=CC=1P(C1C=CC=CC=1C)C1C=CC=CC=1C.C(=O)([O-])[O-].[Na+].[Na+]>COCCOC.C(OCC)(=O)C.C([O-])(=O)C.[Pd+2].C([O-])(=O)C>[N+:1]([C:4]1[CH:5]=[C:6]([C:14]2[S:18][C:17]([N:19]3[CH2:24][CH2:23][CH:22]([C:25]([O:27][CH2:28][CH3:29])=[O:26])[CH2:21][CH2:20]3)=[N:16][CH:15]=2)[CH:7]=[CH:8][CH:9]=1)([O-:3])=[O:2] |f:3.4.5,8.9.10|. Procedure details: A mixture of (3-nitrophenyl)boronic acid (188 mg, 1.13 mmol), ethyl 1-(5-bromo-1,3-thiazol-2-yl)piperidine-4-carboxylate (300 mg, 0.94 mmol), palladium(II) acetate (10.5 mg, 0.047 mmol), and tris(2-methylphenyl)phosphane (286 mg, 0.94 mmol) in 1,2-dimethoxyethane (1.9 mL) and 2M aqueous sodium carbonate (0.7 mL, 1.4 mmol) was heated to 100° C. in the microwave for 30 minutes. After cooling to room temperature, the mixture was diluted with ethyl acetate (100 mL) and washed with 1:1 water:brine (5... The reactants are BrCC(=O)OC (methyl bromoacetate), C([O-])([O-])=O.[Cs+].[Cs+] (cesium carbonate), C(C1=CC=CC=C1)C=1OC(=CN1)C=1C=C2C=CC(=CC2=CC1)O (6-(2-benzyl-1,3-oxazol-5-yl)-2-naphthol). Run in CC(=O)C (acetone). Run at time 8 hour. Yields the product C(C1=CC=CC=C1)C=1OC(=CN1)C=1C=C2C=CC(=CC2=CC1)OCC(=O)OC (Methyl {[6-(2-benzyl-1,3-oxazol-5-yl)-2-naphthyl]oxy}acetate). Isolated yield 101.3%. Reaction SMILES: [CH2:1]([C:8]1[O:9][C:10]([C:13]2[CH:14]=[C:15]3[C:20](=[CH:21][CH:22]=2)[CH:19]=[C:18]([OH:23])[CH:17]=[CH:16]3)=[CH:11][N:12]=1)[C:2]1[CH:7]=[CH:6][CH:5]=[CH:4][CH:3]=1.Br[CH2:25][C:26]([O:28][CH3:29])=[O:27].C(=O)([O-])[O-].[Cs+].[Cs+]>CC(C)=O>[CH2:1]([C:8]1[O:9][C:10]([C:13]2[CH:14]=[C:15]3[C:20](=[CH:21][CH:22]=2)[CH:19]=[C:18]([O:23][CH2:25][C:26]([O:28][CH3:29])=[O:27])[CH:17]=[CH:16]3)=[CH:11][N:12]=1)[C:2]1[CH:3]=[CH:4][CH:5]=[CH:6][CH:7]=1 |f:2.3.4|. Procedure: A mixture of 6-(2-benzyl-1,3-oxazol-5-yl)-2-naphthol (500 mg, 1.66 mmol), prepared in step 3 of Example 11, methyl bromoacetate (160 μL, 1.69 mmol) and cesium carbonate (1.08 g, 3.32 mmol) in 45 mL of acetone was stirred under nitrogen at room temperature for 16 h (overnight). The acetone was removed under reduced pressure and the residue partitioned between methylene chloride and water. The organic layer was separated and the aqueous layer extracted two times with methylene chloride. The combin...